Dataset: the Open Reaction Database (ORD), a public repository of structured organic reaction records. Task: describe an organic reaction: reactants, conditions, products, and yield Starting materials: O(C1=CC=CC=C1)P(=O)(OC1=CC=CC=C1)OC=1[C@@H]([C@@H]2N(C1C(=O)OCC1=CC=C(C=C1)[N+](=O)[O-])C([C@@H]2[C@@H](C)O)=O)C (p-nitrobenzyl (1R,5S,6S)-2-diphenoxyphosphoryloxy-6-[(R)-1-hydroxyethyl]-1-methyl-1-carbapen-2-em-3-carboxylate), N1C(CC1[C@H]1N(C[C@H](C1)S)C(=O)OCC1=CC=C(C=C1)[N+](=O)[O-])=O ((2S,4S)-2-(2-azetidinon-4-yl)-4-mercapto-N-(p-nitrobenzyloxycarbonyl)pyrrolidine), C(C)(=O)OCC (ethyl acetate), C(C)(C)NC(C)C (N,N-diisopropylamine). The solvent is C(C)#N (acetonitrile), C(C)#N (acetonitrile). Run at temperature 4 celsius, time 8 hour. The product is N1C(CC1[C@H]1N(C[C@H](C1)SC=1[C@@H]([C@H]2N(C1C(=O)OCC1=CC=C(C=C1)[N+](=O)[O-])C([C@@H]2[C@@H](C)O)=O)C)C(=O)OCC2=CC=C(C=C2)[N+](=O)[O-])=O (p-nitrobenzyl (1R,5S,6S)-2-[(2S,4S)-2-(2-azetidinon-4-yl)-N-(p-nitrobenzyloxycarbonyl)pyrrolidin-4-ylthio]-6-[(R)-1-hydroxyethyl]-1-methyl-1-carbapen-2-em-3-carboxylate). The yield is 68.2%. RXN SMILES: O(P(O[C:18]1[C@H:19]([CH3:42])[C@H:20]2[C@@H:37]([C@H:38]([OH:40])[CH3:39])[C:36](=[O:41])[N:21]2[C:22]=1[C:23]([O:25][CH2:26][C:27]1[CH:32]=[CH:31][C:30]([N+:33]([O-:35])=[O:34])=[CH:29][CH:28]=1)=[O:24])(OC1C=CC=CC=1)=O)C1C=CC=CC=1.[NH:43]1[CH:46]([C@@H:47]2[CH2:51][C@H:50]([SH:52])[CH2:49][N:48]2[C:53]([O:55][CH2:56][C:57]2[CH:62]=[CH:61][C:60]([N+:63]([O-:65])=[O:64])=[CH:59][CH:58]=2)=[O:54])[CH2:45][C:44]1=[O:66].C(NC(C)C)(C)C.C(OCC)(=O)C>C(#N)C>[NH:43]1[CH:46]([C@@H:47]2[CH2:51][C@H:50]([S:52][C:18]3[C@H:19]([CH3:42])[C@@H:20]4[C@@H:37]([C@H:38]([OH:40])[CH3:39])[C:36](=[O:41])[N:21]4[C:22]=3[C:23]([O:25][CH2:26][C:27]3[CH:28]=[CH:29][C:30]([N+:33]([O-:35])=[O:34])=[CH:31][CH:32]=3)=[O:24])[CH2:49][N:48]2[C:53]([O:55][CH2:56][C:57]2[CH:62]=[CH:61][C:60]([N+:63]([O-:65])=[O:64])=[CH:59][CH:58]=2)=[O:54])[CH2:45][C:44]1=[O:66]. Procedure details: To a solution of p-nitrobenzyl (1R,5S,6S)-2-diphenoxyphosphoryloxy-6-[(R)-1-hydroxyethyl]-1-methyl-1-carbapen-2-em-3-carboxylate (110 mg, 0,195 mmol) in acetonitrile (5 ml) was added in a nitrogen stream at -10° C. a solution of (2S,4S)-2-(2-azetidinon-4-yl)-4-mercapto-N-(p-nitrobenzyloxycarbonyl)pyrrolidine diastereomer B (67 mg, 0.191 mmol, compound of Reference Example 3) in acetonitrile (5 ml), and then N,N-diisopropylamine (34 μl, 0.21 mmol) was dropwise added thereto. The mixture was stirr...